Dataset: the Open Reaction Database (ORD), a public repository of structured organic reaction records. Task: describe an organic reaction: reactants, conditions, products, and yield Starting materials: ClC1=NC=C(C(=N1)Cl)F (2,4-dichloro-5-fluoropyrimidine), COC=1C=C(N)C=CC1 (3-methoxyaniline). Yields the product COC=1C=C(C=CC1)NC1=NC=C(C(=N1)NC1=CC(=CC=C1)OC)F (N2,N4-bis(3-methoxyphenyl)-5-fluoro-2,4-pyrimidinediamine). RXN SMILES: Cl[C:2]1[N:7]=[C:6](Cl)[C:5]([F:9])=[CH:4][N:3]=1.[CH3:10][O:11][C:12]1[CH:13]=[C:14]([CH:16]=[CH:17][CH:18]=1)[NH2:15]>>[CH3:10][O:11][C:12]1[CH:13]=[C:14]([NH:15][C:2]2[N:7]=[C:6]([NH:15][C:14]3[CH:16]=[CH:17][CH:18]=[C:12]([O:11][CH3:10])[CH:13]=3)[C:5]([F:9])=[CH:4][N:3]=2)[CH:16]=[CH:17][CH:18]=1. Procedure details: In like manner to the preparation of N2,N4-bis(3-hydroxyphenyl)-5-fluoro-2,4-pyrimidinediamine, 2,4-dichloro-5-fluoropyrimidine and 3-methoxyaniline were reacted to yield N2,N4-bis(3-methoxyphenyl)-5-fluoro-2,4-pyrimidinediamine. 1H NMR (CD3OD): δ 7.96 (d, 1H, J=5.4 Hz), 7.24 (m, 6H), 7.06 (t, 1H, J=2.4 Hz), 7.00 (dt, 1H, J=1.2 Hz), 6.79 (m, 1H), 3.72 (s, 3H), 3.70 (s, 3H); 19F NMR (CD3OD): δ −46112; LCMS: ret. time: 23.46 min.; purity: 99%; MS (m/e): 341 (MH+). Starting materials: NC1=C(C=CC(=C1)C(F)(F)F)O (2-amino-4-(trifluoromethyl)phenol), ClC1=C(C(=O)O)C=CN=C1 (3-chloroisonicotinic acid), CCN=C=NCCCN(C)C (WSC). The solvent is N1=CC=CC=C1 (pyridine). Reaction conditions: temperature 60 celsius. Yields the product ClC1=C(C(=O)NC2=C(C=CC(=C2)C(F)(F)F)O)C=CN=C1 (3-chloro-N-[2-hydroxy-5-(trifluoromethyl)phenyl]isonicotinamide). The yield is 56.9%. Reaction SMILES: [NH2:1][C:2]1[CH:7]=[C:6]([C:8]([F:11])([F:10])[F:9])[CH:5]=[CH:4][C:3]=1[OH:12].[Cl:13][C:14]1[CH:22]=[N:21][CH:20]=[CH:19][C:15]=1[C:16](O)=[O:17].CCN=C=NCCCN(C)C>N1C=CC=CC=1>[Cl:13][C:14]1[CH:22]=[N:21][CH:20]=[CH:19][C:15]=1[C:16]([NH:1][C:2]1[CH:7]=[C:6]([C:8]([F:9])([F:10])[F:11])[CH:5]=[CH:4][C:3]=1[OH:12])=[O:17]. Reported procedure: To a mixture of 1.77 g of 2-amino-4-(trifluoromethyl)phenol, 1.58 g of 3-chloroisonicotinic acid and 15 ml of pyridine, 2.70 g of WSC was added and stirred while heating at 60° C. for four hours. The reaction mixture was cooled to room temperature, and then concentrated under reduced pressure. Water was added to the residue, followed by extraction with ethyl acetate twice. The combined organic layers were washed with a saturated sodium chloride solution, dried over anhydrous sodium sulfate, and ...